From a dataset of the Open Reaction Database (ORD), a public repository of structured organic reaction records. describe an organic reaction: reactants, conditions, products, and yield Reactants: CC(=O)O[BH-](OC(C)=O)OC(C)=O, CO, CO, Cl, Cl, NCCF, [Na+], O=C1CCC(Nc2ccc3[nH]ncc3c2)CC1. The product is FCCNC1CCC(Nc2ccc3[nH]ncc3c2)CC1. Reaction SMILES: [C:23]([O:24][BH-:25]([O:26][C:27](=[O:28])[CH3:29])[O:30][C:31](=[O:32])[CH3:33])(=[O:34])[CH3:35].[CH3:37][OH:38].[CH3:40][OH:41].[ClH:18].[ClH:39].[F:19][CH2:20][CH2:21][NH2:22].[Na+:36].[nH:1]1[n:2][cH:3][c:4]2[cH:5][c:6]([NH:10][CH:11]3[CH2:12][CH2:13][C:14](=[O:17])[CH2:15][CH2:16]3)[cH:7][cH:8][c:9]12>>[nH:1]1[n:2][cH:3][c:4]2[cH:5][c:6]([NH:10][CH:11]3[CH2:12][CH2:13][CH:14]([NH:22][CH2:21][CH2:20][F:19])[CH2:15][CH2:16]3)[cH:7][cH:8][c:9]12. Starting materials: Cc1ccccc1OC1CCN(Cc2ccccc2)CC1, CCO. Product: Cc1ccccc1OC1CCNCC1. RXN SMILES: [CH2:1]([c:2]1[cH:3][cH:4][cH:5][cH:6][cH:7]1)[N:8]1[CH2:9][CH2:10][CH:11]([O:14][c:15]2[c:16]([CH3:21])[cH:17][cH:18][cH:19][cH:20]2)[CH2:12][CH2:13]1.[CH3:22][CH2:23][OH:24]>>[NH:8]1[CH2:9][CH2:10][CH:11]([O:14][c:15]2[c:16]([CH3:21])[cH:17][cH:18][cH:19][cH:20]2)[CH2:12][CH2:13]1.